Task: describe an organic reaction: reactants, conditions, products, and yield. Dataset: the Open Reaction Database (ORD), a public repository of structured organic reaction records The reactants are CCOC(C)=O, Cc1n[nH]c(C(F)(F)F)c1I, CO, N#C[Cu], CN(C)C=O. Yields the product Cc1n[nH]c(C(F)(F)F)c1C#N. RXN SMILES: [CH3:15][CH2:16][O:17][C:18]([CH3:19])=[O:20].[CH3:1][c:2]1[n:3][nH:4][c:5]([C:8]([F:9])([F:10])[F:11])[c:6]1[I:7].[CH3:21][OH:22].[Cu:12][C:13]#[N:14].[O:23]=[CH:24][N:25]([CH3:26])[CH3:27]>>[CH3:1][c:2]1[n:3][nH:4][c:5]([C:8]([F:9])([F:10])[F:11])[c:6]1[C:13]#[N:14]. The reactants are [OH-].[Na+] (sodium hydroxide), C(=O)(OC(C)(C)C)OC(=O)OC(C)(C)C (di-t-butyl dicarbonate), C(C)(C)(C)OC(=O)N1CCC(CC1)=O (1-t-butoxycarbonyl-4-piperidone), solution, C(CCC)[Li] (butyllithium), solution, C1=CC=C(C(=C1)CS)Br (2-bromobenzylthiol), [Cl-].[NH4+] (ammonium chloride). Solvent: O1CCCC1 (tetrahydrofuran), CCCCCC (hexane), O1CCCC1 (tetrahydrofuran). Run at time 6 hour. Product: C(C)(C)(C)OC(=O)N1CCC2(CC1)SCC1=C2C=CC=C1 (1'-t-Butoxycarbonylspiro[benzo[c]thiophene-1(3H),4'-piperidine]). Reaction SMILES: [CH:1]1[CH:6]=[C:5]([CH2:7][SH:8])[C:4](Br)=[CH:3][CH:2]=1.C([Li])CCC.[C:15]([O:19][C:20]([N:22]1[CH2:27][CH2:26][C:25](=O)[CH2:24][CH2:23]1)=[O:21])([CH3:18])([CH3:17])[CH3:16].[Cl-].[NH4+].[OH-].[Na+].C(OC(OC(C)(C)C)=O)(OC(C)(C)C)=O>O1CCCC1.CCCCCC>[C:15]([O:19][C:20]([N:22]1[CH2:27][CH2:26][C:25]2([C:4]3[CH:3]=[CH:2][CH:1]=[CH:6][C:5]=3[CH2:7][S:8]2)[CH2:24][CH2:23]1)=[O:21])([CH3:18])([CH3:16])[CH3:17] |f:3.4,5.6|. Procedure: 81.0 g (0.40 mole) of 2-bromobenzylthiol were dissolved in 800 ml of tetrahydrofuran, and 516 ml of a solution containing 0.84 mole of butyllithium (as a 1.6 M solution in hexane) were added dropwise thereto over a period of 6 hours at a temperature of -78° C. The mixture was then stirred for 1.5 hours at the same temperature, after which 800 ml of a tetrahydrofuran solution containing 79.5 g (0.40 mole) of 1-t-butoxycarbonyl-4-piperidone was added dropwise thereto over a period of 3 hours. The ... Starting materials: N#CO[Ag], Cc1ccccc1, ClCCl, O=C=NC(=O)Cc1ccc(F)cc1, O=C(Cl)Cc1ccc(F)cc1, Nc1ccc(Oc2ccncc2)c(F)c1. Product: O=C(Cc1ccc(F)cc1)NC(=O)Nc1ccc(Oc2ccncc2)c(F)c1. RXN SMILES: [Ag:50][O:51][C:52]#[N:53].[CH3:40][c:41]1[cH:42][cH:43][cH:44][cH:45][cH:46]1.[Cl:47][CH2:48][Cl:49].[F:12][c:13]1[cH:14][cH:15][c:16]([CH2:19][C:20](=[O:21])[N:22]=[C:23]=[O:24])[cH:17][cH:18]1.[F:1][c:2]1[cH:3][cH:4][c:5]([CH2:6][C:7]([Cl:8])=[O:9])[cH:10][cH:11]1.[F:25][c:26]1[cH:27][c:28]([NH2:39])[cH:29][cH:30][c:31]1[O:32][c:33]1[cH:34][cH:35][n:36][cH:37][cH:38]1>>[F:12][c:13]1[cH:14][cH:15][c:16]([CH2:19][C:20](=[O:21])[NH:22][C:23](=[O:24])[NH:39][c:28]2[cH:27][c:26]([F:25])[c:31]([O:32][c:33]3[cH:34][cH:35][n:36][cH:37][cH:38]3)[cH:30][cH:29]2)[cH:17][cH:18]1. Starting materials: CCCCSCCCC, Brc1ccc(I)cc1. Yields the product CCCCSc1ccc(Br)cc1. Reaction SMILES: [CH2:9]([CH2:10][CH2:11][CH3:12])[S:13][CH2:14][CH2:15][CH2:16][CH3:17].[I:1][c:2]1[cH:3][cH:4][c:5]([Br:8])[cH:6][cH:7]1>>[c:2]1([S:13][CH2:9][CH2:10][CH2:11][CH3:12])[cH:3][cH:4][c:5]([Br:8])[cH:6][cH:7]1. The reactants are C[C@@H]1CNC(=O)[C@H](NC(=O)/C=C/C[C@H](OC(=O)[C@@H](OC1=O)CC(C)C)[C@H](C)[C@@H]2[C@H](O2)C3=CC=CC=C3)CC4=CC(=C(C=C4)OC)Cl (Cryptophycin 1), Cl (HCl), C([O-])([O-])=O.[K+].[K+] (potassium carbonate). Run in COCCOC.O (1,2-dimethoxyethane water). Conditions: time 4 hour. Product: C[C@@H]1CNC(=O)[C@H](NC(=O)/C=C/C[C@H](OC(=O)[C@@H](OC1=O)CC(C)C)[C@H](C)[C@H]([C@H](C2=CC=CC=C2)Cl)O)CC3=CC(=C(C=C3)OC)Cl (Cryptophycin 8). As a reaction SMILES: [CH3:1][C@H:2]1[C:20](=[O:21])[O:19][C@@H:18]([CH2:22][CH:23]([CH3:25])[CH3:24])[C:16](=[O:17])[O:15][C@H:14]([C@@H:26]([C@H:28]2[O:30][C@@H:29]2[C:31]2[CH:36]=[CH:35][CH:34]=[CH:33][CH:32]=2)[CH3:27])[CH2:13][CH:12]=[CH:11][C:9](=[O:10])[NH:8][C@H:7]([CH2:37][C:38]2[CH:43]=[CH:42][C:41]([O:44][CH3:45])=[C:40]([Cl:46])[CH:39]=2)[C:5](=[O:6])[NH:4][CH2:3]1.[ClH:47].C(=O)([O-])[O-].[K+].[K+]>COCCOC.O>[CH3:1][C@H:2]1[C:20](=[O:21])[O:19][C@@H:18]([CH2:22][CH:23]([CH3:25])[CH3:24])[C:16](=[O:17])[O:15][C@H:14]([C@@H:26]([C@@H:28]([OH:30])[C@@H:29]([Cl:47])[C:31]2[CH:32]=[CH:33][CH:34]=[CH:35][CH:36]=2)[CH3:27])[CH2:13][CH:12]=[CH:11][C:9](=[O:10])[NH:8][C@H:7]([CH2:37][C:38]2[CH:43]=[CH:42][C:41]([O:44][CH3:45])=[C:40]([Cl:46])[CH:39]=2)[C:5](=[O:6])[NH:4][CH2:3]1 |f:2.3.4,5.6|. Reported procedure: To a solution of 3.8 mg of Cryptophycin 1 in 1.5 mL of 2:1 1,2-dimethoxyethane/water was added 9 μL 1N HCl. The solution was allowed to stir at room temperature for 4 h, neutralized with potassium carbonate, and evaporated. The residue was partitioned between water and CH2Cl2. The CH2Cl2 -soluble material was purified by reversed-phase HPLC to obtain 3.3 mg of pure Cryptophycin 8. The reactants are FC(C=1C=C(C=C(C1)C(F)(F)F)C1(CC1)C(=O)NC=1C=NC(=CC1C1=C(C=C(C=C1)F)C)Cl)(F)F (1-[3,5-Bis(trifluoromethyl)phenyl]-N-[6-chloro-4-(4-fluoro-2-methylphenyl)-3-pyridinyl]cyclopropanecarboxamide), [NH4+].[Cl-] (NH4Cl), C1[C@H]2N(CCN1)C(CC2)=O ((8aS)-hexahydropyrrolo[1,2-a]pyrazin-6(2H)-one), C([O-])([O-])=O.[K+].[K+] (potassium carbonate). The solvent is CS(=O)C (DMSO). Conditions: temperature 150 celsius. The product is FC(C=1C=C(C=C(C1)C(F)(F)F)C1(CC1)C(=O)N(C)C=1C=NC(=CC1C1=C(C=C(C=C1)F)C)N1C[C@H]2N(CC1)C(CC2)=O)(F)F (1-[3,5-Bis(trifluoromethyl)phenyl]-N-{4-(4-fluoro-2-methylphenyl)-6-[(8aS)-6-oxohexahydropyrrolo[1,2-a]pyrazin-2(1H)-yl]-3-pyridinyl}-N-methylcyclopropanecarboxamide). The yield is 43.6%. Reaction SMILES: [F:1][C:2]([F:35])([F:34])[C:3]1[CH:4]=[C:5]([C:13]2([C:16]([NH:18][C:19]3[CH:20]=[N:21][C:22](Cl)=[CH:23][C:24]=3[C:25]3[CH:30]=[CH:29][C:28]([F:31])=[CH:27][C:26]=3[CH3:32])=[O:17])[CH2:15][CH2:14]2)[CH:6]=[C:7]([C:9]([F:12])([F:11])[F:10])[CH:8]=1.[CH2:36]1[NH:41][CH2:40][CH2:39][N:38]2[C:42](=[O:45])[CH2:43][CH2:44][C@@H:37]12.[C:46](=O)([O-])[O-].[K+].[K+].[NH4+].[Cl-]>CS(C)=O>[F:1][C:2]([F:35])([F:34])[C:3]1[CH:4]=[C:5]([C:13]2([C:16]([N:18]([C:19]3[CH:20]=[N:21][C:22]([N:41]4[CH2:40][CH2:39][N:38]5[C:42](=[O:45])[CH2:43][CH2:44][C@H:37]5[CH2:36]4)=[CH:23][C:24]=3[C:25]3[CH:30]=[CH:29][C:28]([F:31])=[CH:27][C:26]=3[CH3:32])[CH3:46])=[O:17])[CH2:15][CH2:14]2)[CH:6]=[C:7]([C:9]([F:12])([F:11])[F:10])[CH:8]=1 |f:2.3.4,5.6|. Reported procedure: The title compound was prepared starting from 50 mg (0.094 mmoles) of 1-[3,5-bis(trifluoromethyl)phenyl]-N-[6-chloro-4-(4-fluoro-2-methylphenyl)-3-pyridinyl]cyclopropanecarboxamide (D2), 39 mg (0.278 mmol) of (8aS)-hexahydropyrrolo[1,2-a]pyrazin-6(2H)-one (WO 2003/066635), 26.2 mg (0.189 mmol) of potassium carbonate; the reagents were dissolved in 0.4 ml of DMSO. The reaction mixture was heated at 150° C. overnight and then added to a saturated NH4Cl solution and back extracted with DCM; the cru... The reactants are CC(C)(C)OC(=O)N1CCC(N)CC1, c1cc(OCC2CO2)ccn1, CN(C)C=O. Yields the product CC(C)(C)OC(=O)N1CCC(NCC(O)COc2ccncc2)CC1. Reaction SMILES: [NH2:12][CH:13]1[CH2:14][CH2:15][N:16]([C:19](=[O:20])[O:21][C:22]([CH3:23])([CH3:24])[CH3:25])[CH2:17][CH2:18]1.[O:1]1[CH:2]([CH2:4][O:5][c:6]2[cH:7][cH:8][n:9][cH:10][cH:11]2)[CH2:3]1.[O:26]=[CH:27][N:28]([CH3:29])[CH3:30]>>[OH:1][CH:2]([CH2:3][NH:12][CH:13]1[CH2:14][CH2:15][N:16]([C:19](=[O:20])[O:21][C:22]([CH3:23])([CH3:24])[CH3:25])[CH2:17][CH2:18]1)[CH2:4][O:5][c:6]1[cH:7][cH:8][n:9][cH:10][cH:11]1. Reactants: ClC1=CC=C(C=C1)C=1N(N=C2C1N=C(N=C2O)CC)C2=C(C=CC=C2)Cl (3-(4-chlorophenyl)-2-(2-chlorophenyl)-5-ethyl-2H-pyrazolo[4,3-d]pyrimidin-7-ol), C(=O)([O-])[O-].[Cs+].[Cs+] (Cs2CO3), C(F)(F)(F)CI (CF3CH2I). Run in CN(C)C=O (DMF). Reaction conditions: temperature 100 celsius, time 18 hour. The product is ethyl acetate hexanes, ClC1=CC=C(C=C1)C=1N(N=C2C1N=C(N(C2=O)CC(F)(F)F)CC)C2=C(C=CC=C2)Cl (3-(4-chlorophenyl)-2-(2-chlorophenyl)-5-ethyl-6-(2,2,2-trifluoroethyl)-2,6-dihydropyrazolo[4,3-d]pyrimidin-7-one). Isolated yield 60.4%. As a reaction SMILES: [Cl:1][C:2]1[CH:7]=[CH:6][C:5]([C:8]2[N:9]([C:20]3[CH:25]=[CH:24][CH:23]=[CH:22][C:21]=3[Cl:26])[N:10]=[C:11]3[C:16]([OH:17])=[N:15][C:14]([CH2:18][CH3:19])=[N:13][C:12]=23)=[CH:4][CH:3]=1.C([O-])([O-])=O.[Cs+].[Cs+].[C:33]([CH2:37]I)([F:36])([F:35])[F:34]>CN(C=O)C>[Cl:1][C:2]1[CH:7]=[CH:6][C:5]([C:8]2[N:9]([C:20]3[CH:25]=[CH:24][CH:23]=[CH:22][C:21]=3[Cl:26])[N:10]=[C:11]3[C:16](=[O:17])[N:15]([CH2:37][C:33]([F:36])([F:35])[F:34])[C:14]([CH2:18][CH3:19])=[N:13][C:12]=23)=[CH:4][CH:3]=1 |f:1.2.3|. Procedure: A mixture of 3-(4-chlorophenyl)-2-(2-chlorophenyl)-5-ethyl-2H-pyrazolo[4,3-d]pyrimidin-7-ol (I-3A-1a, 15 mg, 0.039 mmol), Cs2CO3 (52 mg, 0.16 mmol) and CF3CH2I (39 μl, 0.4 mmol) in DMF (1 ml) was stirred at 100° C. for 18 h. The reaction mixture was cooled to room temperature, quenched with saturated aqueous sodium chloride, and extracted with ethyl acetate (2×). The combined extracts were washed with saturated aqueous NaCl, dried over Na2SO4, filtered, and concentrated in vacuo. The residue was...